This data is from the Open Reaction Database (ORD), a public repository of structured organic reaction records. The task is: describe an organic reaction: reactants, conditions, products, and yield Yields the product C1(=CC=CC=C1)C(CCO)(C)O (3-phenylbutane-1,3-diol). Starting materials: C1(=CC=CC=C1)C(C)(CC=C)O (2-phenylpent-4-en-2-ol), O=[O+][O-] (ozone), [BH4-].[Na+] (NaBH4). Solvent: C(Cl)Cl (CH2Cl2). Reaction conditions: time 8 hour. Reported procedure: A solution of 2-phenylpent-4-en-2-ol (74 g, 0.457 mol) in dry CH2Cl2 (1 L) was treated with ozone at −78° C. until the mixture turned blue. The system was then flushed with oxygen to remove excess ozone. NaBH4 (42.8 g, 1.143 mol) was added to the mixture in portions at −20° C. The mixture was stirred overnight at rt. The mixture was quenched with water and the layers were separated. The aqueous layer was extracted with CH2Cl2 (2×). The organic layers were combined, washed with brine, dried over ... As a reaction SMILES: [C:1]1([C:7]([OH:12])([CH2:9][CH:10]=C)[CH3:8])[CH:6]=[CH:5][CH:4]=[CH:3][CH:2]=1.[O:13]=[O+][O-].[BH4-].[Na+]>C(Cl)Cl>[C:1]1([C:7]([OH:12])([CH3:8])[CH2:9][CH2:10][OH:13])[CH:6]=[CH:5][CH:4]=[CH:3][CH:2]=1 |f:2.3|. Starting materials: O=P(Cl)(Cl)Cl (POCl3), BrC=1C=C2C=CNC(C2=CC1)=O (6-bromo-2h-isoquinolin-1-one), F[B-](F)(F)F.F[B-](F)(F)F.ClC[N+]12CC[N+](CC1)(CC2)F (1-chloromethyl-4-fluoro-1,4-diazoniabicyclo[2.2.2]octane bis(tetrafluoroborate)), CO (Methanol). Solvent: C(C)#N (acetonitrile). Conditions: temperature 50 celsius, time 1 hour. Product: BrC=1C=C2C(=CNC(C2=CC1)=O)F (6-bromo-4-fluoroisoquinolin-1(2H)-one). Reaction SMILES: [Br:1][C:2]1[CH:3]=[C:4]2[C:9](=[CH:10][CH:11]=1)[C:8](=[O:12])[NH:7][CH:6]=[CH:5]2.[F:13][B-](F)(F)F.F[B-](F)(F)F.ClC[N+]12CC[N+](F)(CC1)CC2.CO.O=P(Cl)(Cl)Cl>C(#N)C>[Br:1][C:2]1[CH:3]=[C:4]2[C:9](=[CH:10][CH:11]=1)[C:8](=[O:12])[NH:7][CH:6]=[C:5]2[F:13] |f:1.2.3|. Reported procedure: A round bottom flask was charged with 6-bromo-2h-isoquinolin-1-one (5.0 g, 22.32 mmol) and 1-chloromethyl-4-fluoro-1,4-diazoniabicyclo[2.2.2]octane bis(tetrafluoroborate) (Selectfluor®) (9.49 g, 26.8 mmol, Air Products, Allentown, Pa.). Methanol (55.8 ml) and acetonitrile (55.8 ml) were added and the reaction was heated to 50° C. and stirred for one hour. The reaction was concentrated, dissolved in DCE (110 mL), and POCl3 (4.16 ml, 44.6 mmol) was added. The reaction was stirred at 50° C. for one... Reactants: [Al+3], COc1ccc2cc(OC)ccc2c1, [Cl-], [Cl-], [Cl-], ClCCl, N#N, O=C(Cl)c1ccc(OCCN2CCCCC2)cc1, O. The product is COc1ccc2c(C(=O)c3ccc(OCCN4CCCCC4)cc3)c(OC)ccc2c1. Reaction SMILES: [Al+3:36].[CH3:1][O:2][c:3]1[cH:4][c:5]2[cH:6][cH:7][c:8]([O:13][CH3:14])[cH:9][c:10]2[cH:11][cH:12]1.[Cl-:35].[Cl-:37].[Cl-:38].[Cl:39][CH2:40][Cl:41].[N:15]#[N:16].[N:17]1([CH2:23][CH2:24][O:25][c:26]2[cH:27][cH:28][c:29]([C:30](=[O:31])[Cl:32])[cH:33][cH:34]2)[CH2:18][CH2:19][CH2:20][CH2:21][CH2:22]1.[OH2:42]>>[CH3:1][O:2][c:3]1[cH:4][c:5]2[cH:6][cH:7][c:8]([O:13][CH3:14])[c:9]([C:30]([c:29]3[cH:28][cH:27][c:26]([O:25][CH2:24][CH2:23][N:17]4[CH2:18][CH2:19][CH2:20][CH2:21][CH2:22]4)[cH:34][cH:33]3)=[O:31])[c:10]2[cH:11][cH:12]1. The reactants are C(C1=CC=CC=C1)ON1C(CCCC1)C(=O)O (N-benzyloxypiperidine-2-carboxylic acid), Cl.CNC (dimethylamine hydrochloride). The product is CN(C(=O)C1NCCCC1)C (Piperidine-2-carboxylic acid dimethylamide). Reaction SMILES: C(O[N:9]1[CH2:14][CH2:13][CH2:12][CH2:11][CH:10]1[C:15]([OH:17])=O)C1C=CC=CC=1.Cl.[CH3:19][NH:20][CH3:21]>>[CH3:19][N:20]([CH3:21])[C:15]([CH:10]1[CH2:11][CH2:12][CH2:13][CH2:14][NH:9]1)=[O:17] |f:1.2|. Reported procedure: The general procedure of Referential Example 131 was repeated through use of N-benzyloxypiperidine-2-carboxylic acid (6.4 g) and dimethylamine hydrochloride (2 g), to thereby give the title compound as an oily product (3.8 g, quantitative amount). The reactants are C(C)OC(=O)C=1N=CC=2NC3=CC=C(C=C3C2C1)N (6-amino-beta-carboline-3-carboxylic-acid-ethylester), C(C)N(C(C)C)C(C)C (ethyldiisopropylamine), BrCCCCBr (1,4-dibromobutane), BrCCCCBr (1,4-dibromobutane). Solvent: C(C)O (ethanol). The product is C(C)OC(=O)C=1N=CC=2NC3=CC=C(C=C3C2C1)N1CCCC1 (6-(1-pyrrolidinyl)-beta-carboline-3-carboxylic-acid-ethylester). Reaction SMILES: [CH2:1]([O:3][C:4]([C:6]1[N:7]=[CH:8][C:9]2[NH:10][C:11]3[C:16]([C:17]=2[CH:18]=1)=[CH:15][C:14]([NH2:19])=[CH:13][CH:12]=3)=[O:5])[CH3:2].C(N(C(C)C)C(C)C)C.Br[CH2:30][CH2:31][CH2:32][CH2:33]Br>C(O)C>[CH2:1]([O:3][C:4]([C:6]1[N:7]=[CH:8][C:9]2[NH:10][C:11]3[C:16]([C:17]=2[CH:18]=1)=[CH:15][C:14]([N:19]1[CH2:33][CH2:32][CH2:31][CH2:30]1)=[CH:13][CH:12]=3)=[O:5])[CH3:2]. Procedure: 383 mg of 6-amino-beta-carboline-3-carboxylic-acid-ethylester in 15 ml of ethanol is heated together with 0.58 ml of ethyldiisopropylamine and 0.18 ml of 1,4-dibromobutane for 6 h under nitrogen at the reflux. This is followed by an addition of 0.4 ml of 1,4-dibromobutane and reflux for 3 h. After evaporation, the mixture is washed with water and boiled with ethanol. 128 mg of 6-(1-pyrrolidinyl)-beta-carboline-3-carboxylic-acid-ethylester with a m.p. of 259°-261° C. is obtained. Starting materials: [BH4-], CN1CCN(C(=O)c2[nH]c3ccccc3c2C=O)CC1, CCOC(C)=O, [Na+]. The product is CN1CCN(C(=O)c2[nH]c3ccccc3c2CO)CC1. Reaction SMILES: [BH4-:21].[CH3:1][N:2]1[CH2:3][CH2:4][N:5]([C:8](=[O:9])[c:10]2[nH:11][c:12]3[cH:13][cH:14][cH:15][cH:16][c:17]3[c:18]2[CH:19]=[O:20])[CH2:6][CH2:7]1.[CH3:23][CH2:24][O:25][C:26](=[O:27])[CH3:28].[Na+:22]>>[CH3:1][N:2]1[CH2:3][CH2:4][N:5]([C:8](=[O:9])[c:10]2[nH:11][c:12]3[cH:13][cH:14][cH:15][cH:16][c:17]3[c:18]2[CH2:19][OH:20])[CH2:6][CH2:7]1. Starting materials: ClCC#CC1=CC=CC=C1 ((3-chloro-prop-1-ynyl)-benzene), COC(=O)[C@@H]1N(C[C@@H](O[C@H]1C)C)S(=O)(=O)C1=CC=C(C=C1)O ((2S,3R,6S)4-(4-hydroxy-benzenesulfonyl)-2,6-dimethyl-morpholine-3-carboxylic acid methyl ester). Yields the product COC(=O)[C@@H]1N(C[C@@H](O[C@H]1C)C)S(=O)(=O)C1=CC=C(C=C1)OCC#CC1=CC=CC=C1 ((2S,3R,6S)-2,6-DIMETHYL-4-[4-(3-PHENYL-PROP-2-YNYLOXY)-BENZENESULFONYL]-MORPHOLINE-3-CARBOXYLIC ACID METHYL ESTER). Reaction SMILES: Cl[CH2:2][C:3]#[C:4][C:5]1[CH:10]=[CH:9][CH:8]=[CH:7][CH:6]=1.[CH3:11][O:12][C:13]([C@H:15]1[C@H:20]([CH3:21])[O:19][C@@H:18]([CH3:22])[CH2:17][N:16]1[S:23]([C:26]1[CH:31]=[CH:30][C:29]([OH:32])=[CH:28][CH:27]=1)(=[O:25])=[O:24])=[O:14]>>[CH3:11][O:12][C:13]([C@H:15]1[C@H:20]([CH3:21])[O:19][C@@H:18]([CH3:22])[CH2:17][N:16]1[S:23]([C:26]1[CH:27]=[CH:28][C:29]([O:32][CH2:2][C:3]#[C:4][C:5]2[CH:10]=[CH:9][CH:8]=[CH:7][CH:6]=2)=[CH:30][CH:31]=1)(=[O:25])=[O:24])=[O:14]. Reported procedure: The title compound was prepared in a manner similar to the preparation in Preparation 3 from (3-chloro-prop-1-ynyl)-benzene and (2S,3R,6S)4-(4-hydroxy-benzenesulfonyl)-2,6-dimethyl-morpholine-3-carboxylic acid methyl ester. Calculated for C23H25NO6S (M+H): 444.14. Found: 444.0. Reactants: C(C1=CC=CC=C1)OC1=CC=C(OC2=C(C=C(C(=O)NC3=C(C=CC=C3)F)C=C2)NC=2C3=C(N=CN2)N=C(C=C3)C(C)C)C=C1 (4-(4-Benzyloxy-phenoxy)-N-(2-fluoro-phenyl)-3-(7-isopropyl-pyrido[2,3-d]pyrimidin-4-ylamino)-benzamide), CC=1C(=C(C(=C(C1)C)C)C)C (pentamethylbenzene), FC(C(=O)O)(F)F (trifluoroacetic acid). Product: FC1=C(C=CC=C1)NC(C1=CC(=C(C=C1)OC1=CC=C(C=C1)O)NC=1C2=C(N=CN1)N=C(C=C2)C(C)C)=O (N-(2-Fluoro-phenyl)-4-(4-hydroxy-phenoxy)-3-(7-isopropyl-pyrido[2,3-d]pyrimidin-4-ylamino)-benzamide), FC(C(=O)O)(F)F (trifluoroacetic acid). The yield is 22.0%. RXN SMILES: C([O:8][C:9]1[CH:45]=[CH:44][C:12]([O:13][C:14]2[CH:29]=[CH:28][C:17]([C:18]([NH:20][C:21]3[CH:26]=[CH:25][CH:24]=[CH:23][C:22]=3[F:27])=[O:19])=[CH:16][C:15]=2[NH:30][C:31]2[C:32]3[CH:40]=[CH:39][C:38]([CH:41]([CH3:43])[CH3:42])=[N:37][C:33]=3[N:34]=[CH:35][N:36]=2)=[CH:11][CH:10]=1)C1C=CC=CC=1.CC1C(C)=C(C)C(C)=C(C)C=1.[F:57][C:58]([F:63])([F:62])[C:59]([OH:61])=[O:60]>>[F:27][C:22]1[CH:23]=[CH:24][CH:25]=[CH:26][C:21]=1[NH:20][C:18](=[O:19])[C:17]1[CH:28]=[CH:29][C:14]([O:13][C:12]2[CH:11]=[CH:10][C:9]([OH:8])=[CH:45][CH:44]=2)=[C:15]([NH:30][C:31]2[C:32]3[CH:40]=[CH:39][C:38]([CH:41]([CH3:42])[CH3:43])=[N:37][C:33]=3[N:34]=[CH:35][N:36]=2)[CH:16]=1.[F:57][C:58]([F:63])([F:62])[C:59]([OH:61])=[O:60]. Procedure: A solution of the product of Example 43E and pentamethylbenzene (72 mg, 0.5 mmol) in trifluoroacetic acid (5 mL) was stirred at room temperature for 1 hour. The solvent was removed by rotary evaporation under vacuum and co-evaporated with methylene chloride/hexanes (2×) to provide the crude title compound which was purified by HPLC with TFA to provide the title compound as a trifluoroacetic acid salt (11 mg, 22%). 1H NMR (300 MHz, DMSO-D6) δ ppm: 1.34 (d, J=6.62 Hz, 6 H) 3.28 (m, 1 H) 6.77 (m, 2... The reactants are COS(=O)(=O)O.C(CC)OC1=C(C(=N)N)C=CC=C1 (2-n-propoxybenzamidine methyl sulfate), ice water, C(C)(=O)O (acetic acid), C([O-])([O-])=O.[K+].[K+] (potassium carbonate), C(C)OC=C(C(=O)OCC)C(=O)OCC (diethyl ethoxymethylenemalonate). Run in C(C)O (ethanol). Run at time 17 hour. Yields the product O=C1C(=CN=C(N1)C1=C(C=CC=C1)OCCC)C(=O)OCC (Ethyl 1,6-dihydro-6-oxo-2-(2-n-propoxyphenyl)pyrimidine-5-carboxylate). The yield is 85.0%. As a reaction SMILES: COS(O)(=O)=O.[CH2:7]([O:10][C:11]1[CH:19]=[CH:18][CH:17]=[CH:16][C:12]=1[C:13]([NH2:15])=[NH:14])[CH2:8][CH3:9].C(=O)([O-])[O-].[K+].[K+].C([O:28][CH:29]=[C:30]([C:36](OCC)=O)[C:31]([O:33][CH2:34][CH3:35])=[O:32])C.C(O)(=O)C>C(O)C>[O:28]=[C:29]1[NH:15][C:13]([C:12]2[CH:16]=[CH:17][CH:18]=[CH:19][C:11]=2[O:10][CH2:7][CH2:8][CH3:9])=[N:14][CH:36]=[C:30]1[C:31]([O:33][CH2:34][CH3:35])=[O:32] |f:0.1,2.3.4|. Procedure: A mixture of 2-n-propoxybenzamidine methyl sulfate 7.4 g., 0.0255 mole), potassium carbonate (3.53 g., 0.025 mole), and diethyl ethoxymethylenemalonate (5.99 g., 0.0277 mole) in ethanol (80 ml.) was heated under reflux with stirring for 17 hours. The cooled mixture was added to ice-water (160 ml.) which was then acidified with glacial acetic acid. The precipitate was collected by filtration, washed with water, and dried to give the title compound (6.55 g., 89%), m.p. 106°-107°.